From a dataset of the Open Reaction Database (ORD), a public repository of structured organic reaction records. describe an organic reaction: reactants, conditions, products, and yield Yield: 103.2%. Procedure: Trimethylsulfoxonium iodide (2.37 g, 10.8 mmol) and sodium hydride (60% in mineral oil, 0.431 g, 10.8 mmol) were combined and stirred under an atmosphere of argon. To these solids was added DMSO (40 mL) dropwise via addition funnel over 10 min. Hydrogen gas evolved and the solution turned cloudy. To this cloudy solution was added ethyl (2E)-3-pyridin-4-ylacrylate (1.42 g, 8.01 mmol) in DMSO (60 mL) dropwise over 20 min. The reaction mixture was allowed to stir at rt for 18 h. The reaction was qu... Starting materials: N1=CC=C(C=C1)/C=C/C(=O)OCC (ethyl (2E)-3-pyridin-4-ylacrylate), [I-].C[S+](=O)(C)C (Trimethylsulfoxonium iodide), [H-].[Na+] (sodium hydride), [H][H] (Hydrogen). Product: N1=CC=C(C=C1)[C@H]1[C@@H](C1)C(=O)OCC (ethyl trans-2-pyridin-4-ylcyclopropanecarboxylate). Reaction SMILES: [I-].[CH3:2][S+](C)(C)=O.[H-].[Na+].[H][H].[N:11]1[CH:16]=[CH:15][C:14](/[CH:17]=[CH:18]/[C:19]([O:21][CH2:22][CH3:23])=[O:20])=[CH:13][CH:12]=1>CS(C)=O>[N:11]1[CH:16]=[CH:15][C:14]([C@@H:17]2[CH2:2][C@H:18]2[C:19]([O:21][CH2:22][CH3:23])=[O:20])=[CH:13][CH:12]=1 |f:0.1,2.3|. Solvent: CS(=O)C (DMSO), CS(=O)C (DMSO). Reactants: O=C(n1ccnc1)n1ccnc1, C1CCOC1, O=C(O)CCOc1ccc(Cl)cc1, NCCCn1ccnc1, O=C(O)CCOc1ccccc1, Oc1ccc(Cl)cc1, Oc1ccccc1. Product: O=C(CCOc1ccc(Cl)cc1)NCCCn1ccnc1. RXN SMILES: [C:41]([n:42]1[cH:43][cH:44][n:45][cH:46]1)([n:47]1[cH:48][cH:49][n:50][cH:51]1)=[O:52].[CH2:62]1[O:63][CH2:64][CH2:65][CH2:66]1.[Cl:1][c:2]1[cH:3][cH:4][c:5]([O:6][CH2:7][CH2:8][C:9](=[O:10])[OH:11])[cH:12][cH:13]1.[NH2:53][CH2:54][CH2:55][CH2:56][n:57]1[cH:58][n:59][cH:60][cH:61]1.[O:29]([CH2:30][CH2:31][C:32]([OH:33])=[O:34])[c:35]1[cH:36][cH:37][cH:38][cH:39][cH:40]1.[OH:14][c:15]1[cH:16][cH:17][c:18]([Cl:19])[cH:20][cH:21]1.[OH:22][c:23]1[cH:24][cH:25][cH:26][cH:27][cH:28]1>>[Cl:1][c:2]1[cH:3][cH:4][c:5]([O:6][CH2:7][CH2:8][C:9](=[O:11])[NH:53][CH2:54][CH2:55][CH2:56][n:57]2[cH:58][n:59][cH:60][cH:61]2)[cH:12][cH:13]1. The reactants are C(Cl)Cl (methylene chloride), C(C)(C)(C)OC(=O)N1CC(N(CC1)S(=O)(=O)C1=CC2=CC=C(C=C2C=C1)Cl)(C)C (4-(tert-butoxycarbonyl)-1-[(6-chloronaphthalen-2-yl)sulfonyl]-2,2-dimethylpiperazine), Cl (hydrochloride). Solvent: C(C)O (ethanol), C(C)O (Ethanol). Run at time 14 hour. The product is Cl.ClC=1C=C2C=CC(=CC2=CC1)S(=O)(=O)N1C(CNCC1)(C)C (1-[(6-Chloronaphthalen-2-yl)sulfonyl]-2,2-dimethylpiperazine hydrochloride). Reaction SMILES: C(Cl)[Cl:2].C(OC([N:11]1[CH2:16][CH2:15][N:14]([S:17]([C:20]2[CH:29]=[CH:28][C:27]3[C:22](=[CH:23][CH:24]=[C:25]([Cl:30])[CH:26]=3)[CH:21]=2)(=[O:19])=[O:18])[C:13]([CH3:32])([CH3:31])[CH2:12]1)=O)(C)(C)C.Cl>C(O)C>[ClH:2].[Cl:30][C:25]1[CH:26]=[C:27]2[C:22](=[CH:23][CH:24]=1)[CH:21]=[C:20]([S:17]([N:14]1[CH2:15][CH2:16][NH:11][CH2:12][C:13]1([CH3:32])[CH3:31])(=[O:18])=[O:19])[CH:29]=[CH:28]2 |f:4.5|. Procedure: To a methylene chloride solution (0.5 ml) of 4-(tert-butoxycarbonyl)-1-[(6-chloronaphthalen-2-yl)sulfonyl]-2,2-dimethylpiperazine (140 mg) was added a saturated solution (0.5 ml) of hydrochloride in ethanol. The resulting mixture was stirred at room temperature for 14 hours. Ethanol was added to the reaction mixture. After the sufficient removal of hydrochloric acid by azeotropy, the residue was dried using a vacuum pump, whereby the title compound (119 mg) was obtained as a colorless solid. Starting materials: CC1=NC=C(C=N1)CO ((2-methylpyrimidin-5-yl)methanol), C1=CC=C(C=C1)OP(=O)(N=[N+]=[N-])OC2=CC=CC=C2 (diphenylphosphonic azide), N12CCCCCC2=NCCC1 (1,8-diazabicyclo[5.4.0]undec-7-ene). Solvent: C1(=CC=CC=C1)C (toluene), C(Cl)Cl (methylene chloride), O (water), C(Cl)Cl (methylene chloride). Conditions: temperature 0 celsius, time 2 hour. Product: N(=[N+]=[N-])CC=1C=NC(=NC1)C (5-(Azidomethyl)-2-methylpyrimidine). As a reaction SMILES: [CH3:1][C:2]1[N:7]=[CH:6][C:5]([CH2:8]O)=[CH:4][N:3]=1.C1C=CC(OP(OC2C=CC=CC=2)([N:19]=[N+:20]=[N-:21])=O)=CC=1.N12CCCN=C1CCCCC2>C1(C)C=CC=CC=1.C(Cl)Cl.O>[N:19]([CH2:8][C:5]1[CH:4]=[N:3][C:2]([CH3:1])=[N:7][CH:6]=1)=[N+:20]=[N-:21]. Procedure details: A solution of (2-methylpyrimidin-5-yl)methanol (0.82 g, 6.6 mmol) in toluene (30 mL) and methylene chloride (40 mL) at 0° C. was treated with diphenylphosphonic azide (2.8 mL, 13 mmol) followed by 1,8-diazabicyclo[5.4.0]undec-7-ene (2.0 mL, 13 mmol) and stirred at 0° C. for 2 h. After being further stirred at rt for 16 h, the reaction mixture was diluted with water (50 mL) and methylene chloride (50 mL). The organic layer was separated and washed with brine, dried (Mg2SO4), filtered, and concent... The reactants are CC(C)(C)OC(=O)N[C@H](C(=O)O)CC ((2S)-2-({[(1,1-dimethylethyl)oxy]carbonyl}amino)butanoic acid), C(=O)(N1C=NC=C1)N1C=NC=C1 (1,1′-carbonyldiimidazole), Cl.CNOC (N,O-dimethylhydroxylamine hydrochloride), CCN(C(C)C)C(C)C (DIPEA). The solvent is C1CCOC1 (THF), CN(C)C=O (DMF). Conditions: time 30 minute. Yields the product CN(C(=O)[C@H](CC)NC(OC(C)(C)C)=O)OC (1,1-dimethylethyl ((1S)-1-{[methyl(methyloxy)amino]carbonyl}propyl)carbamate). The yield is 85.8%. Reaction SMILES: [CH3:1][C:2]([O:5][C:6]([NH:8][C@@H:9]([CH2:13][CH3:14])[C:10]([OH:12])=O)=[O:7])([CH3:4])[CH3:3].C(N1C=CN=C1)(N1C=CN=C1)=O.Cl.[CH3:28][NH:29][O:30][CH3:31].CCN(C(C)C)C(C)C>C1COCC1.CN(C=O)C>[CH3:28][N:29]([O:30][CH3:31])[C:10]([C@@H:9]([NH:8][C:6](=[O:7])[O:5][C:2]([CH3:1])([CH3:3])[CH3:4])[CH2:13][CH3:14])=[O:12] |f:2.3|. Procedure details: To a solution of (2S)-2-({[(1,1-dimethylethyl)oxy]carbonyl}amino)butanoic acid (2.50 g, 12.3 mmol) in THF (15.0 mL) was added 1,1′-carbonyldiimidazole (2.39 g, 14.8 mmol) portionwise over about 10 min. After stirring 30 min at RT, a solution of N,O-dimethylhydroxylamine hydrochloride (1.32 g, 13.5 mmol) and DIPEA (2.36 mL, 13.5 mmol) in DMF (4.0 mL) was added. The reaction mixture was stirred for 2 h at RT, followed by concentration in vacuo. The residue was diluted with EtOAc (50 mL) and washed...